From a dataset of the Open Reaction Database (ORD), a public repository of structured organic reaction records. describe an organic reaction: reactants, conditions, products, and yield Reactants: Cl.Cl.N1=C(C=CC=C1)N1C[C@H](CC1)N ((S)-1-Pyridin-2-yl-pyrrolidin-3-ylamine dihydrochloride), TEA, C1=CN(C=N1)C(=O)N2C=CN=C2 (CDI). Run in C(Cl)Cl (DCM), C(Cl)Cl (DCM). Run at time 2 hour. Yields the product N1=C(C=CC=C1)N1C[C@H](CC1)NC(=O)N1C=NC=C1 (Imidazole-1-carboxylic acid ((S)-1-pyridin-2-yl-pyrrolidin-3-yl)-amide), solution. RXN SMILES: Cl.Cl.[N:3]1[CH:8]=[CH:7][CH:6]=[CH:5][C:4]=1[N:9]1[CH2:13][CH2:12][C@H:11]([NH2:14])[CH2:10]1.[CH:15]1[N:19]=[CH:18][N:17]([C:20](N2C=NC=C2)=[O:21])[CH:16]=1>C(Cl)Cl>[N:3]1[CH:8]=[CH:7][CH:6]=[CH:5][C:4]=1[N:9]1[CH2:13][CH2:12][C@H:11]([NH:14][C:20]([N:17]2[CH:16]=[CH:15][N:19]=[CH:18]2)=[O:21])[CH2:10]1 |f:0.1.2|. Reported procedure: A mixture comprising ((S)-1-Pyridin-2-yl-pyrrolidin-3-ylamine dihydrochloride (0.242 g, 1.02 mmol), TEA (0.2 ml) in DCM (10.2 ml) is treated with CDI (0.364 g, 2.26 mmol). The reaction mixture is stirred at room temperature for 2 hours to yield the titled compound as 0.1 M solution in DCM. This solution consists of the imidazole-urea intermediate together with variable amounts of the corresponding isocyanate and imidazole. This solution is used in the subsequent steps since the imidazole-urea in... The reactants are ClCCl, CC1CCCN1CCc1ccc2cc(C(O)c3cccc(F)c3)ccc2c1. Product: CC1CCCN1CCc1ccc2cc(C(=O)c3cccc(F)c3)ccc2c1. Reaction SMILES: [Cl:28][CH2:29][Cl:30].[F:1][c:2]1[cH:3][c:4]([CH:8]([OH:9])[c:10]2[cH:11][c:12]3[cH:13][cH:14][c:15]([CH2:20][CH2:21][N:22]4[CH:23]([CH3:27])[CH2:24][CH2:25][CH2:26]4)[cH:16][c:17]3[cH:18][cH:19]2)[cH:5][cH:6][cH:7]1>>[F:1][c:2]1[cH:3][c:4]([C:8](=[O:9])[c:10]2[cH:11][c:12]3[cH:13][cH:14][c:15]([CH2:20][CH2:21][N:22]4[CH:23]([CH3:27])[CH2:24][CH2:25][CH2:26]4)[cH:16][c:17]3[cH:18][cH:19]2)[cH:5][cH:6][cH:7]1. Reactants: ClC1=CC(N(N=C1)C)=O (5-chloro-2-methyl-2H-pyridazin-3-one), IC=1N=C(NC1C)C (4-iodo-2,5-dimethyl-1H-imidazole). The product is IC=1N=C(N(C1C)C1=CC(N(N=C1)C)=O)C (5-(4-iodo-2,5-dimethyl-imidazol-1-yl)-2-methyl-2H-pyridazin-3-one). RXN SMILES: Cl[C:2]1[CH:7]=[N:6][N:5]([CH3:8])[C:4](=[O:9])[CH:3]=1.[I:10][C:11]1[N:12]=[C:13]([CH3:17])[NH:14][C:15]=1[CH3:16]>>[I:10][C:11]1[N:12]=[C:13]([CH3:17])[N:14]([C:2]2[CH:7]=[N:6][N:5]([CH3:8])[C:4](=[O:9])[CH:3]=2)[C:15]=1[CH3:16]. Reported procedure: The title compound, light yellow cristalline solid, MS: m/e=331.0 (M+H+), was prepared in accordance with the general method of example 23b from 5-chloro-2-methyl-2H-pyridazin-3-one and 4-iodo-2,5-dimethyl-1H-imidazole. Starting materials: [H-].[Na+] (sodium hydride), N1(C=NC=C1)C1=CC=C(C=C1)O (4-(1H-imidazol-1-yl)phenol), Cl.ClCCN (2-chloroethylamine hydrochloride). The solvent is CN(C=O)C (dimethylformamide), CN(C=O)C (dimethylformamide). Reaction conditions: temperature 70 celsius. The product is Cl.Cl.N1(C=NC=C1)C1=CC=C(OCCN)C=C1 (2-[4-(1H-Imidazol-1-yl)phenoxy]ethanamine dihydrochloride). RXN SMILES: [H-].[Na+].[N:3]1([C:8]2[CH:13]=[CH:12][C:11]([OH:14])=[CH:10][CH:9]=2)[CH:7]=[CH:6][N:5]=[CH:4]1.[ClH:15].[Cl:16][CH2:17][CH2:18][NH2:19]>CN(C)C=O>[ClH:16].[ClH:15].[N:3]1([C:8]2[CH:13]=[CH:12][C:11]([O:14][CH2:17][CH2:18][NH2:19])=[CH:10][CH:9]=2)[CH:7]=[CH:6][N:5]=[CH:4]1 |f:0.1,3.4,6.7.8|. Procedure: To a cold solution of 11.3 g (0.235 mol) 50% sodium hydride in 50 mL dimethylformamide add 15 g (0.094 mol) 4-(1H-imidazol-1-yl)phenol portionwise. Maintain the temperature below 0° C. during the addition. After the addition, add dropwise a solution of 10.89 g (0.094 mol) 2-chloroethylamine hydrochloride in 50 mL dimethylformamide. After addition, warm the reaction mixture to 70° C., and heat for 24 hours. After this time, cool the reaction mixture and quench with water. Filter the solids and wa... Starting materials: Cc1ccccc1, Cc1nc(C)c(C(=O)O)s1, ClP(Cl)(Cl)(Cl)Cl. Product: Cc1nc(C)c(C(=O)O)s1, [Cl-]. RXN SMILES: [CH3:17][c:18]1[cH:19][cH:20][cH:21][cH:22][cH:23]1.[CH3:1][c:2]1[s:3][c:4]([C:8](=[O:9])[OH:10])[c:5]([CH3:7])[n:6]1.[Cl:11][P:12]([Cl:13])([Cl:14])([Cl:15])[Cl:16]>>[CH3:1][c:2]1[s:3][c:4]([C:8](=[O:9])[OH:10])[c:5]([CH3:7])[n:6]1.[Cl-:11]. The reactants are CS(=O)[O-].[Na+] (sodium methylsulfinate), ClC1=CC(OC=C1C(=O)OCC)=O (ethyl 4-chloro-2-oxo-2H-pyran-5-carboxylate). Solvent: CN(C)C=O (DMF), C(Cl)Cl (CH2Cl2). Conditions: time 2 hour. The product is CS(=O)(=O)C1=CC(OC=C1C(=O)OCC)=O (Ethyl 4-methylsulfonyl-2-oxo-2H-pyran-5-carboxylate). As a reaction SMILES: [CH3:1][S:2]([O-:4])=[O:3].[Na+].Cl[C:7]1[C:12]([C:13]([O:15][CH2:16][CH3:17])=[O:14])=[CH:11][O:10][C:9](=[O:18])[CH:8]=1>CN(C=O)C.C(Cl)Cl>[CH3:1][S:2]([C:7]1[C:12]([C:13]([O:15][CH2:16][CH3:17])=[O:14])=[CH:11][O:10][C:9](=[O:18])[CH:8]=1)(=[O:4])=[O:3] |f:0.1|. Reported procedure: 1.2 g of sodium methylsulfinate are introduced into a solution of 2.02 g of ethyl 4-chloro-2-oxo-2H-pyran-5-carboxylate in DMF, and the mixture is stirred for 2 hours at room temperature. The reaction mixture is diluted with CH2Cl2 and extracted with saturated aqueous NaCl solution. The organic phase is dried with Na2SO4 and evaporated. The distillation residue which has crystallized out is mixed with ether, filtered off with suction and washed with ether. Yield 1.4 g (56.9% of theory); melting ... The reactants are N1(CCCC1)CC(C)N1C2=CC=CC=C2SC=2C=CC(=CC12)C(N)=S (10-[(2RS)-1-(1-pyrrolidinyl)-2-propyl]-2-phenothiazinecarbothioamide), CC(CN)CC (2-methylbutylamine), [H][H].[S] (hydrogen sulphur). The solvent is C(C)O (ethanol). Conditions: temperature 115 celsius. The product is CC(CNC(=S)C1=CC=2N(C3=CC=CC=C3SC2C=C1)C(CN1CCCC1)C)CC (N-[(2RS)-2-Methylbutyl]-10-[(2RS)-1-(1-pyrrolidinyl)-2-propyl]-2-phenothiazinecarbothioamide). Reaction SMILES: [N:1]1([CH2:6][CH:7]([N:9]2[C:22]3[CH:21]=[C:20]([C:23](=[S:25])[NH2:24])[CH:19]=[CH:18][C:17]=3[S:16][C:15]3[C:10]2=[CH:11][CH:12]=[CH:13][CH:14]=3)[CH3:8])[CH2:5][CH2:4][CH2:3][CH2:2]1.[CH3:26][CH:27]([CH2:30][CH3:31])[CH2:28]N.[H][H].[S]>C(O)C>[CH3:26][CH:27]([CH2:30][CH3:31])[CH2:28][NH:24][C:23]([C:20]1[CH:19]=[CH:18][C:17]2[S:16][C:15]3[C:10](=[CH:11][CH:12]=[CH:13][CH:14]=3)[N:9]([CH:7]([CH3:8])[CH2:6][N:1]3[CH2:5][CH2:4][CH2:3][CH2:2]3)[C:22]=2[CH:21]=1)=[S:25] |f:2.3,^3:33|. Procedure details: A stirred suspension of 10-[(2RS)-1-(1-pyrrolidinyl)-2-propyl]-2-phenothiazinecarbothioamide (2 g) and 2-methylbutylamine (3 cc) in anhydrous ethanol (15 cc) is saturated with hydrogen sulphur and heated for 1 hour to a temperature in the region of 115° C. After cooling, the mixture is concentrated to dryness under reduced pressure (30 mm Hg; 4 kPa) at 50° C. The residual yellow paste is taken up with ethyl acetate (30 cc) and distilled water (20 cc). The organic phase is separated, washed with ...